The task is: describe an organic reaction: reactants, conditions, products, and yield. This data is from the Open Reaction Database (ORD), a public repository of structured organic reaction records. The product is C(C)OC(=O)C1CC(C2=CC(=CC=C12)NC1=NC=CC=C1[N+](=O)[O-])=O ((R/S)-5-(3-Nitro-pyridin-2-ylamino)-3-oxo-indan-1-carboxylic acid ethyl ester). Reactants: ClC1=NC=CC=C1[N+](=O)[O-] (2-chloro-3-nitropyridine), C(C)OC(=O)C1CC(C2=CC(=CC=C12)N)=O ((R/S)-5-Amino-3-oxo-indan-1-carboxylic acid ethyl ester), Cl (HCl), Cl (HCl). RXN SMILES: Cl[C:2]1[C:7]([N+:8]([O-:10])=[O:9])=[CH:6][CH:5]=[CH:4][N:3]=1.[CH2:11]([O:13][C:14]([CH:16]1[C:24]2[C:19](=[CH:20][C:21]([NH2:25])=[CH:22][CH:23]=2)[C:18](=[O:26])[CH2:17]1)=[O:15])[CH3:12].Cl>C(O)C.O1CCOCC1>[CH2:11]([O:13][C:14]([CH:16]1[C:24]2[C:19](=[CH:20][C:21]([NH:25][C:2]3[C:7]([N+:8]([O-:10])=[O:9])=[CH:6][CH:5]=[CH:4][N:3]=3)=[CH:22][CH:23]=2)[C:18](=[O:26])[CH2:17]1)=[O:15])[CH3:12]. Reported procedure: A mixture of 2-chloro-3-nitropyridine (1.48 g, 9.03 mmol), (R/S)-5-Amino-3-oxo-indan-1-carboxylic acid ethyl ester (1.98 g, 9.03 mmol) and 4M HCl in dioxane (2.3 mL, 9.0 mmol) in ethanol (15 mL) is refluxed for 9 h. The reaction mixture is left at rt overnight then a further equivalent of 4M HCl in dioxan is added. After 4 h refluxing, the solvent is evaporated and the crude mixture purified by MPLC eluting with EtOAc/Hexane to give (R/S)-5-(3-Nitro-pyridin-2-ylamino)-3-oxo-indan-1-carboxylic ac... Reaction conditions: time 8 hour. Run in C(C)O (ethanol), O1CCOCC1 (dioxane), O1CCOCC1 (dioxan). Reactants: CCO, CSC1C(=O)Nc2c(Cl)ccc(-c3ccccc3)c21. Product: O=C1Cc2c(-c3ccccc3)ccc(Cl)c2N1. RXN SMILES: [CH3:20][CH2:21][OH:22].[Cl:1][c:2]1[cH:3][cH:4][c:5](-[c:14]2[cH:15][cH:16][cH:17][cH:18][cH:19]2)[c:6]2[c:10]1[NH:9][C:8](=[O:11])[CH:7]2[S:12][CH3:13]>>[Cl:1][c:2]1[cH:3][cH:4][c:5](-[c:14]2[cH:15][cH:16][cH:17][cH:18][cH:19]2)[c:6]2[c:10]1[NH:9][C:8](=[O:11])[CH2:7]2. The reactants are C1(=CC=CC=C1)C(C)N1CC(CC1)CO (1-(1-phenylethyl)-3-pyrrolidinemethanol), S(=O)(Cl)Cl (thionyl chloride). The solvent is ClCCCl (1,2-dichloroethane). Product: ClCC1CN(CC1)C(C)C1=CC=CC=C1 (3-Chloromethyl-1-(1-phenylethyl)pyrrolidine). Isolated yield 100.0%. As a reaction SMILES: [C:1]1([CH:7]([N:9]2[CH2:13][CH2:12][CH:11]([CH2:14]O)[CH2:10]2)[CH3:8])[CH:6]=[CH:5][CH:4]=[CH:3][CH:2]=1.S(Cl)([Cl:18])=O>ClCCCl>[Cl:18][CH2:14][CH:11]1[CH2:12][CH2:13][N:9]([CH:7]([C:1]2[CH:6]=[CH:5][CH:4]=[CH:3][CH:2]=2)[CH3:8])[CH2:10]1. Reported procedure: A solution of 0.50 g (2.44 mmol) [3R-(R*,R*)]-1-(1-phenylethyl)-3-pyrrolidinemethanol in 5 ml 1,2-dichloroethane was treated with 2 ml thionyl chloride, refluxed two hours, evaporated, and crystallized by trituration with ether to afford 0.64 g (100%) of the title compound as the hydro-chloride, mp 140°-146° C., [α]D +27.8° C. (c, 1.07, methanol).